This data is from the Open Reaction Database (ORD), a public repository of structured organic reaction records. The task is: describe an organic reaction: reactants, conditions, products, and yield Reactants: [Si](C)(C)(C(C)(C)C)OCCN(C(=O)C1=NC(=NC(=C1OCC1=CC=CC=C1)O)CC1(CCCC1)C1=CC=CC2=CC=CC=C12)C1COC1 (5-benzyloxy-6-hydroxy-2-(1-naphthalen-1-yl-cyclopentylmethyl)-pyrimidine-4-carboxylic acid [2-(tert-butyl-dimethylsilanyloxy)-ethyl]-oxetan-3-yl-amide), [F-].C(CCC)[N+](CCCC)(CCCC)CCCC (tetrabutylammoniumfluorid), C(C)(=O)OCC (ethyl acetate), CCCCCC (hexane). The solvent is O1CCCC1 (tetrahydrofuran), O1CCCC1 (tetrahydrofuran). Yields the product OCCN(C(=O)C1=NC(=NC(=C1OCC1=CC=CC=C1)O)CC1(CCCC1)C1=CC=CC2=CC=CC=C12)C1COC1 (5-benzyloxy-6-hydroxy-2-(1-naphthalen-1-yl-cyclopentylmethyl)-pyrimidine-4-carboxylic acid (2-hydroxyethyl)-oxetan-3-yl-amide). Isolated yield 73.5%. Reaction SMILES: [Si]([O:8][CH2:9][CH2:10][N:11]([CH:45]1[CH2:48][O:47][CH2:46]1)[C:12]([C:14]1[C:19]([O:20][CH2:21][C:22]2[CH:27]=[CH:26][CH:25]=[CH:24][CH:23]=2)=[C:18]([OH:28])[N:17]=[C:16]([CH2:29][C:30]2([C:35]3[C:44]4[C:39](=[CH:40][CH:41]=[CH:42][CH:43]=4)[CH:38]=[CH:37][CH:36]=3)[CH2:34][CH2:33][CH2:32][CH2:31]2)[N:15]=1)=[O:13])(C(C)(C)C)(C)C.[F-].C([N+](CCCC)(CCCC)CCCC)CCC.C(OCC)(=O)C.CCCCCC>O1CCCC1>[OH:8][CH2:9][CH2:10][N:11]([CH:45]1[CH2:46][O:47][CH2:48]1)[C:12]([C:14]1[C:19]([O:20][CH2:21][C:22]2[CH:27]=[CH:26][CH:25]=[CH:24][CH:23]=2)=[C:18]([OH:28])[N:17]=[C:16]([CH2:29][C:30]2([C:35]3[C:44]4[C:39](=[CH:40][CH:41]=[CH:42][CH:43]=4)[CH:38]=[CH:37][CH:36]=3)[CH2:31][CH2:32][CH2:33][CH2:34]2)[N:15]=1)=[O:13] |f:1.2|. Procedure details: To a solution of 5-benzyloxy-6-hydroxy-2-(1-naphthalen-1-yl-cyclopentylmethyl)-pyrimidine-4-carboxylic acid [2-(tert-butyl-dimethylsilanyloxy)-ethyl]-oxetan-3-yl-amide (362) (290 mg, 0.43 mmol) in tetrahydrofuran (10 mL) was added tetrabutylammoniumfluorid (1M in tetrahydrofuran, 1.3 mL, 13 mmol) at 0° C. and the reaction mixture was stirred at room temperature for 1.5 h (silica TLC, ethyl acetate:hexane=1:1/SiO2/UV, Rf=0.3.) The tetrahydrofuran was removed in vacuum and the crude mass was dilut... Starting materials: O=C1CCC(=O)N1Br, ClC(Cl)(Cl)Cl, Cc1ccc2c(c1)C(C)(C)CCO2. Yields the product CC1(C)CCOc2ccc(CBr)cc21. RXN SMILES: [Br:14][N:15]1[C:16](=[O:17])[CH2:18][CH2:19][C:20]1=[O:21].[C:22]([Cl:23])([Cl:24])([Cl:25])[Cl:26].[CH3:1][C:2]1([CH3:13])[CH2:3][CH2:4][O:5][c:6]2[cH:7][cH:8][c:9]([CH3:12])[cH:10][c:11]21>>[CH3:1][C:2]1([CH3:13])[CH2:3][CH2:4][O:5][c:6]2[cH:7][cH:8][c:9]([CH2:12][Br:14])[cH:10][c:11]21. Procedure: To ethyl 2-(6-(2,6-dichloro-4-(trifluoromethyl)phenyl)-4-methyl-1,1-dioxido-1,2,6-thiadiazinan-2-yl acetate (220 mg, 0.45 mmol) in THF (10 mL) and MeOH (10 mL), was dropwisely added LiOH monohydrate (94 mg, 0.45 mmol) in water (3 mL) and agitated for 5 hr at room temperature. After addition of ethyl acetate (30 mL) and water (30 mL), pH of the resultant was adjusted to 3 with 1 N HCl and extracted to obtain the organic layer. The resultant was dried over MgSO4, concentrated under reduced pressur... RXN SMILES: C(O[N:5]1[CH2:10][CH:9]([CH3:11])[CH2:8][N:7]([C:12]2[C:17]([Cl:18])=[CH:16][C:15]([C:19]([F:22])([F:21])[F:20])=[CH:14][C:13]=2[Cl:23])[S:6]1(=[O:25])=[O:24])(=O)C.[C:26]([O:29]CC)(=[O:28])[CH3:27].Cl>C1COCC1.CO.O>[Cl:18][C:17]1[CH:16]=[C:15]([C:19]([F:22])([F:21])[F:20])[CH:14]=[C:13]([Cl:23])[C:12]=1[N:7]1[S:6](=[O:24])(=[O:25])[N:5]([CH2:27][C:26]([OH:29])=[O:28])[CH2:10][CH:9]([CH3:11])[CH2:8]1. Conditions: time 5 hour. The solvent is O (water), O (water), C1CCOC1 (THF), CO (MeOH). Product: ClC1=C(C(=CC(=C1)C(F)(F)F)Cl)N1CC(CN(S1(=O)=O)CC(=O)O)C (2-(6-(2,6-dichloro-4-(trifluoromethyl)phenyl)-4-methyl-1,1-dioxido-1,2,6-thiadiazinan-2-yl)acetic acid). Reactants: C(C)(=O)ON1S(N(CC(C1)C)C1=C(C=C(C=C1Cl)C(F)(F)F)Cl)(=O)=O (6-(2,6-dichloro-4-(trifluoromethyl)phenyl)-4-methyl-1,1-dioxido-1,2,6-thiadiazinan-2-yl acetate), Cl (HCl), C(C)(=O)OCC (ethyl acetate), LiOH monohydrate. Reactants: C1(=CC=CC=C1)C=1C(OCCC1)=O (3-phenyl-5,6-dihydro-2-pyrone), Cl[Si](C)(C)C (chlorotrimethylsilane), C(=C)[Mg]Br (Vinylmagnesium bromide). The reagents and catalysts are [Cu]I (copper (I) iodide). Run in C1CCOC1 (THF), O1CCCC1 (tetrahydrofuran). Reaction conditions: temperature -40 celsius, time 30 minute. Yields the product C1(=CC=CC=C1)C1C(OCCC1C=C)=O (3-Phenyl-4-vinyl-3,4,5,6-tetrahydropyran-2-one). RXN SMILES: [CH:1]([Mg]Br)=[CH2:2].[C:5]1([C:11]2[C:12](=[O:17])[O:13][CH2:14][CH2:15][CH:16]=2)[CH:10]=[CH:9][CH:8]=[CH:7][CH:6]=1.Cl[Si](C)(C)C>O1CCCC1.[Cu]I>[C:5]1([CH:11]2[CH:16]([CH:1]=[CH2:2])[CH2:15][CH2:14][O:13][C:12]2=[O:17])[CH:6]=[CH:7][CH:8]=[CH:9][CH:10]=1. Reported procedure: Vinylmagnesium bromide (77 ml, 1M THF) was added to a slurry of copper (I) iodide (7.37 g) in tetrahydrofuran (80 ml) at −78° C. under a nitrogen atmosphere. This mixture was stirred at −40° C. for 30 minutes, then recooled to −78° C. A solution of 3-phenyl-5,6-dihydro-2-pyrone (J. Org. Chem. 1967, 32, 2354) (4.6 g) and chlorotrimethylsilane (3.28 ml) in THF (80 ml) was added to the stirred mixture. Thin layer chromatography showed all starting material had reacted. The mixture was quenched with... Reactants: Brc1cnc2c(c1)CC1(CN3CCC1CC3)O2, C1CNC1, CC(C)(C)[O-], [Na+], O=C(C=Cc1ccccc1)C=Cc1ccccc1, C1CCOC1, O=C(C=Cc1ccccc1)C=Cc1ccccc1, O=C(C=Cc1ccccc1)C=Cc1ccccc1, [Pd], [Pd], c1ccc(P(c2ccccc2)c2ccc3ccccc3c2-c2c(P(c3ccccc3)c3ccccc3)ccc3ccccc23)cc1. The product is c1nc2c(cc1N1CCC1)CC1(CN3CCC1CC3)O2. RXN SMILES: [Br:1][c:2]1[cH:3][c:4]2[c:5]([n:6][cH:7]1)[O:8][C:9]1([CH2:10][N:11]3[CH2:12][CH2:13][CH:14]1[CH2:15][CH2:16]3)[CH2:17]2.[CH2:18]1[CH2:19][NH:20][CH2:21]1.[CH3:22][C:23]([CH3:24])([O-:25])[CH3:26].[Na+:27].[O:112]=[C:113]([CH:114]=[CH:115][c:116]1[cH:117][cH:118][cH:119][cH:120][cH:121]1)[CH:122]=[CH:123][c:124]1[cH:125][cH:126][cH:127][cH:128][cH:129]1.[O:130]1[CH2:131][CH2:132][CH2:133][CH2:134]1.[O:76]=[C:77]([CH:78]=[CH:79][c:80]1[cH:81][cH:82][cH:83][cH:84][cH:85]1)[CH:86]=[CH:87][c:88]1[cH:89][cH:90][cH:91][cH:92][cH:93]1.[O:94]=[C:95]([CH:96]=[CH:97][c:98]1[cH:99][cH:100][cH:101][cH:102][cH:103]1)[CH:104]=[CH:105][c:106]1[cH:107][cH:108][cH:109][cH:110][cH:111]1.[Pd:74].[Pd:75].[c:28]1([P:29]([c:30]2[cH:31][cH:32][cH:33][cH:34][cH:35]2)[c:36]2[cH:37][cH:38][c:39]3[c:40]([cH:41][cH:42][cH:43][cH:44]3)[c:45]2-[c:46]2[c:47]3[c:48]([cH:49][cH:50][cH:51][cH:52]3)[cH:53][cH:54][c:55]2[P:56]([c:57]2[cH:58][cH:59][cH:60][cH:61][cH:62]2)[c:63]2[cH:64][cH:65][cH:66][cH:67][cH:68]2)[cH:69][cH:70][cH:71][cH:72][cH:73]1>>[c:2]1([N:20]2[CH2:19][CH2:18][CH2:21]2)[cH:3][c:4]2[c:5]([n:6][cH:7]1)[O:8][C:9]1([CH2:10][N:11]3[CH2:12][CH2:13][CH:14]1[CH2:15][CH2:16]3)[CH2:17]2. Run at time 16 hour. Reaction SMILES: [H-].[Na+].[CH2:3]([N:10]([CH2:22][CH2:23][OH:24])[C:11](=[O:21])[C:12]1[CH:17]=[CH:16][C:15]([F:18])=[C:14]([F:19])[C:13]=1F)[C:4]1[CH:9]=[CH:8][CH:7]=[CH:6][CH:5]=1.O>CN(C=O)C>[CH2:3]([N:10]1[C:11](=[O:21])[C:12]2[CH:17]=[CH:16][C:15]([F:18])=[C:14]([F:19])[C:13]=2[O:24][CH2:23][CH2:22]1)[C:4]1[CH:9]=[CH:8][CH:7]=[CH:6][CH:5]=1 |f:0.1|. The reactants are [H-].[Na+] (Sodium hydride), C(C1=CC=CC=C1)N(C(C1=C(C(=C(C=C1)F)F)F)=O)CCO (N-benzyl-2,3,4-trifluoro-N-(2-hydroxyethyl)benzamide), O (Water). Reported procedure: Sodium hydride (25 mg, 0.615 mmol, 60% dispersion in mineral oil) was added slowly to a solution of N-benzyl-2,3,4-trifluoro-N-(2-hydroxyethyl)benzamide (190 mg, 0.615 mmol) in DMF (3 mL) and the pale yellow solution was stirred at RT for 16 hours. Water was added to the reaction and the mixture was subsequently extracted with DCM (4×30 mL). The combined organic phases were washed with water (3×20 mL) and saturated brine solution then dried (MgSO4), filtered and evaporated to give the desired pr... Yields the product C(C1=CC=CC=C1)N1CCOC2=C(C1=O)C=CC(=C2F)F (4-Benzyl-8,9-difluoro-3,4-dihydro-1,4-benzoxazepin-5(2H)-one). The solvent is CN(C)C=O (DMF). Isolated yield 73.1%. Reactants: C[C@@H]1N(CC[C@@H](C1)OC1=CC(N(C=C1)C1=CC=C(C=C1)S(=O)(=O)C)=O)C(=O)OC(C)(C)C (cis-tert-butyl 2-methyl-4-(1-(4-(methylsulfonyl)phenyl)-2-oxo-1,2-dihydropyridin-4-yloxy)piperidine-1-carboxylate), Cl (hydrochloric acid). The solvent is CO (MeOH). Yields the product Cl.C[C@@H]1NCC[C@@H](C1)OC1=CC(N(C=C1)C1=CC=C(C=C1)S(=O)(=O)C)=O (cis-4-(2-methylpiperidin-4-yloxy)-1-(4-(methylsulfonyl)-phenyl)pyridine-2(1H)-one hydrochloric acid salt). Yield: 134.1%. RXN SMILES: [CH3:1][C@H:2]1[CH2:7][C@@H:6]([O:8][C:9]2[CH:14]=[CH:13][N:12]([C:15]3[CH:20]=[CH:19][C:18]([S:21]([CH3:24])(=[O:23])=[O:22])=[CH:17][CH:16]=3)[C:11](=[O:25])[CH:10]=2)[CH2:5][CH2:4][N:3]1C(OC(C)(C)C)=O.[ClH:33]>CO>[ClH:33].[CH3:1][C@H:2]1[CH2:7][C@@H:6]([O:8][C:9]2[CH:14]=[CH:13][N:12]([C:15]3[CH:20]=[CH:19][C:18]([S:21]([CH3:24])(=[O:23])=[O:22])=[CH:17][CH:16]=3)[C:11](=[O:25])[CH:10]=2)[CH2:5][CH2:4][NH:3]1 |f:3.4|. Reported procedure: To a solution of cis-tert-butyl 2-methyl-4-(1-(4-(methylsulfonyl)phenyl)-2-oxo-1,2-dihydropyridin-4-yloxy)piperidine-1-carboxylate (98.9 mg, 0.214 mmol) in MeOH (1.0 mL) at 0° C. was added hydrochloric acid (2.0 mL, 8.00 mmol, 4.0 M in dioxane, Aldrich). The reaction mixture was warmed up to room temperature and continuously stirred at room temperature. After stirring for 1.5 hrs, the mixture was evaporated under reduced pressure to give the title compound (114.5 mg) as an off-white solid. This ...